From a dataset of the Open Reaction Database (ORD), a public repository of structured organic reaction records. describe an organic reaction: reactants, conditions, products, and yield Reactants: COC=1C=C2C(NC=NC2=CC1OCCN1CCN(CC1)C)=O (6-methoxy-7-(2-(4-methylpiperazin-1-yl)ethoxy)-3,4-dihydroquinazolin-4-one), S(=O)(Cl)Cl (thionyl chloride). Reagents/catalysts: CN(C)C=O (DMF). The product is ClC1=NC=NC2=CC(=C(C=C12)OC)OCCN1CCN(CC1)C (4-chloro-6-methoxy-7-(2-(4-methylpiperazin-1-yl)ethoxy)quinazoline). Yield: 23.0%. RXN SMILES: [CH3:1][O:2][C:3]1[CH:4]=[C:5]2[C:10](=[CH:11][C:12]=1[O:13][CH2:14][CH2:15][N:16]1[CH2:21][CH2:20][N:19]([CH3:22])[CH2:18][CH2:17]1)[N:9]=[CH:8][NH:7][C:6]2=O.S(Cl)([Cl:26])=O>CN(C=O)C>[Cl:26][C:6]1[C:5]2[C:10](=[CH:11][C:12]([O:13][CH2:14][CH2:15][N:16]3[CH2:21][CH2:20][N:19]([CH3:22])[CH2:18][CH2:17]3)=[C:3]([O:2][CH3:1])[CH:4]=2)[N:9]=[CH:8][N:7]=1. Procedure details: A mixture of 6-methoxy-7-(2-(4-methylpiperazin-1-yl)ethoxy)-3,4-dihydroquinazolin-4-one (500 mg, 1.57 mmol), thionyl chloride (20 ml) and DMF (3 drops) was heated at reflux for 3 hours and allowed to cool. The excess thionyl chloride was removed by evaporation, and the residue was azeotroped with toluene. The residue was treated with aqueous sodium hydrogen carbonate and the product was extracted with methylene chloride. The combined extracts were washed with brine, passed through phase separati... The reactants are [OH-].[Na+] (sodium hydroxide), [OH-].[Na+] (sodium hydroxide), CC(C)=C(C)C (2,3-dimethyl-2-butene), ClS(=O)(=O)N=C=O (chlorosulfonyl isocyanate). The reagents and catalysts are [Cl-].C(C1=CC=CC=C1)[N+](CC)(CC)CC (benzyltriethylammonium chloride). The solvent is O (water), O (water), C1(=CC=CC=C1)C (toluene), C1(=CC=CC=C1)C (toluene). Conditions: time 10 minute. Product: CC1(C(NC1(C)C)=O)C (3,3,4,4-tetramethylazetidine-2-one). Reaction SMILES: [CH3:1][C:2](=[C:4]([CH3:6])[CH3:5])[CH3:3].[OH-].[Na+].ClS([N:13]=[C:14]=[O:15])(=O)=O>C1(C)C=CC=CC=1.O.[Cl-].C([N+](CC)(CC)CC)C1C=CC=CC=1>[CH3:1][C:2]1([CH3:3])[C:4]([CH3:6])([CH3:5])[NH:13][C:14]1=[O:15] |f:1.2,6.7|. Procedure details: To a solution of 2,3-dimethyl-2-butene (5.76 g) in toluene (46.0 mL), chlorosulfonyl isocyanate (5.91 mL) was added at 0° C. After being stirred at that temperature for 10 minutes, the mixture was brought to room temperature. After being stirred for 45 minutes, the mixture was diluted with added toluene (69.0 mL). To a mixture of a solution of 25% sodium hydroxide in water (49.1 mL) and benzyltriethylammonium chloride (99.0 mg), the reaction mixture was added over a period of one hour. The resul... Reactants: C(C1=CC=CC=C1)N (benzylamine), C(Cl)[C@@H]1CO1 ((S)-(+)-epichlorohydrin). Solvent: petroleum ether. Reaction conditions: time 15 hour. Product: C(C1=CC=CC=C1)NC[C@@H](CCl)O ((2S)-1-(Benzylamino)-3-chloropropan-2-ol). Isolated yield 50.1%. RXN SMILES: [CH2:1]([NH2:8])[C:2]1[CH:7]=[CH:6][CH:5]=[CH:4][CH:3]=1.[CH2:9]([C@H:11]1[O:13][CH2:12]1)[Cl:10]>>[CH2:1]([NH:8][CH2:12][C@H:11]([OH:13])[CH2:9][Cl:10])[C:2]1[CH:7]=[CH:6][CH:5]=[CH:4][CH:3]=1. Procedure details: A scintillation vial was charged with benzylamine (1 g, 10 mmol), anhydrous petroleum ether (10 ml) and a stir bar. To this was added (S)-(+)-epichlorohydrin (0.925 g, 10 mmol) dropwise over a period of 20 min and the mixture was allowed to stir at room temperature. After 15 h, the white crystals precipitated from solution. These were collected by suction filtration, rinsed with cold petroleum ether (10 ml) and dried under vacuum to provide the title compound (1.0 g, 50%). Mass spectrum (ESI) 20...